Task: describe an organic reaction: reactants, conditions, products, and yield. Dataset: the Open Reaction Database (ORD), a public repository of structured organic reaction records The reactants are C(CCC)=C1C(N(C(S1)=O)CCCCC1=CC=CC=2N1C=CN2)=O (5-butylidene-3-[4-(imidazo[1,2-a]pyridin-5-yl)butyl]thiazolidine-2,4-dione), Cl (hydrochloric acid). Solvent: CO (methanol). Product: Cl.C(CCC)=C1C(N(C(S1)=O)CCCCC1=CC=CC=2N1C=CN2)=O (5-butylidene-3-[4-(imidazo[1,2-a]pyridin-5-yl)butyl]thiazolidine-2,4-dione hydrochloride). As a reaction SMILES: [CH:1](=[C:5]1[S:9][C:8](=[O:10])[N:7]([CH2:11][CH2:12][CH2:13][CH2:14][C:15]2[N:20]3[CH:21]=[CH:22][N:23]=[C:19]3[CH:18]=[CH:17][CH:16]=2)[C:6]1=[O:24])[CH2:2][CH2:3][CH3:4].[ClH:25]>CO>[ClH:25].[CH:1](=[C:5]1[S:9][C:8](=[O:10])[N:7]([CH2:11][CH2:12][CH2:13][CH2:14][C:15]2[N:20]3[CH:21]=[CH:22][N:23]=[C:19]3[CH:18]=[CH:17][CH:16]=2)[C:6]1=[O:24])[CH2:2][CH2:3][CH3:4] |f:3.4|. Procedure: To a solution of 1.08 g (3.14 mmol) of 5-butylidene-3-[4-(imidazo[1,2-a]pyridin-5-yl)butyl]thiazolidine-2,4-dione in 50 ml of methanol, 0.4 ml of concentrated hydrochloric acid was added. After the solvent was distilled off, the residue was washed with diethyl ether to yield 1.10 g (92.3%, yellow oily substance) of the desired product. The reactants are [Cl-].[NH4+] (ammonium chloride), C1(CCCCC1)C[Mg]Cl (cyclohexylmethylmagnesium chloride), CON(C(=O)C=1N=C(SC1)C1CCN(CC1)C(=O)OC(C)(C)C)C (tert-butyl 4-{4-[methoxy(methyl)carbamoyl]-1,3-thiazol-2-yl}piperidine-1-carboxylate). Solvent: C(C)OCC (diethyl ether), O1CCCC1 (tetrahydrofuran). Reaction conditions: temperature -78 celsius, time 1 hour. The product is C1(CCCCC1)CC(=O)C=1N=C(SC1)C1CCN(CC1)C(=O)OC(C)(C)C (tert-Butyl 4-[4-(cyclohexylacetyl)-1,3-thiazol-2-yl]piperidine-1-carboxylate). RXN SMILES: [CH:1]1([CH2:7][Mg]Cl)[CH2:6][CH2:5][CH2:4][CH2:3][CH2:2]1.CON(C)[C:13]([C:15]1[N:16]=[C:17]([CH:20]2[CH2:25][CH2:24][N:23]([C:26]([O:28][C:29]([CH3:32])([CH3:31])[CH3:30])=[O:27])[CH2:22][CH2:21]2)[S:18][CH:19]=1)=[O:14].[Cl-].[NH4+]>C(OCC)C.O1CCCC1>[CH:1]1([CH2:7][C:13]([C:15]2[N:16]=[C:17]([CH:20]3[CH2:21][CH2:22][N:23]([C:26]([O:28][C:29]([CH3:32])([CH3:31])[CH3:30])=[O:27])[CH2:24][CH2:25]3)[S:18][CH:19]=2)=[O:14])[CH2:6][CH2:5][CH2:4][CH2:3][CH2:2]1 |f:2.3|. Reported procedure: Under argon and at −78° C., cyclohexylmethylmagnesium chloride 0.5M in diethyl ether (2.7 ml) was added dropwise to a solution of tert-butyl 4-{4-[methoxy(methyl)carbamoyl]-1,3-thiazol-2-yl}piperidine-1-carboxylate (480 mg) in tetrahydrofuran (5 ml). The reaction mixture was stirred at −78° C. for one hour. The reaction mixture was then stirred at room temperature for one hour. Saturated ammonium chloride solution was then added to the reaction mixture, and the aqueous phase was separated off. A...